This data is from the Open Reaction Database (ORD), a public repository of structured organic reaction records. The task is: describe an organic reaction: reactants, conditions, products, and yield Starting materials: 3,2,2-dimethyl-1-ethoxy-3-[(tert-butyldimethylsilyl)oxy]propane, CC(CO)(COCC)C (2,2-dimethyl-3-ethoxy-1-propanol), [Si](C)(C)(C(C)(C)C)Cl (tert-butyidimethylsilyl chloride). Product: CC(COCC)(CO[Si](C)(C)C(C)(C)C)C (2,2-dimethyl-1-ethoxy-3-[(tert-butyidimethylsilyl)oxy]-propane). Reaction SMILES: [CH3:1][C:2]([CH3:9])([CH2:5][O:6][CH2:7][CH3:8])[CH2:3][OH:4].[Si:10](Cl)([C:13]([CH3:16])([CH3:15])[CH3:14])([CH3:12])[CH3:11]>>[CH3:1][C:2]([CH3:9])([CH2:3][O:4][Si:10]([C:13]([CH3:16])([CH3:15])[CH3:14])([CH3:12])[CH3:11])[CH2:5][O:6][CH2:7][CH3:8]. Procedure: According to the procedure as described in Example 3,2,2-dimethyl-1-ethoxy-3-[(tert-butyldimethylsilyl)oxy]propane was prepared from intermediate 2,2-dimethyl-3-ethoxy-1-propanol and reagent tert-butyidimethylsilyl chloride. Starting materials: ClC1=C(C(=O)O)C=CC(=N1)C (2-chloro-6-methylnicotinic acid), S(=O)(Cl)Cl (thionylchloride), CCO (EtOH). Reaction SMILES: [Cl:1][C:2]1[N:10]=[C:9]([CH3:11])[CH:8]=[CH:7][C:3]=1[C:4]([OH:6])=[O:5].S(Cl)(Cl)=O.[CH3:16][CH2:17]O>>[CH2:16]([O:5][C:4](=[O:6])[C:3]1[CH:7]=[CH:8][C:9]([CH3:11])=[N:10][C:2]=1[Cl:1])[CH3:17]. Product: C(C)OC(C1=C(N=C(C=C1)C)Cl)=O (2-chloro-6-methylnicotinic acid ethyl ester). Procedure: A suspension of 2-chloro-6-methylnicotinic acid (7.23 mmol) and 1.2 mL of thionylchloride in 50 mL EtOH were heated to reflux overnight. The mixture was reduced to half of its volume, quenched with sat. aq. NaHCO3 solution and extracted with DCM (2×). The combined organic layers were dried over MgSO4 and concentrated in vacuo. Purification by (KP-SIL™ from Biotage) using Hept to Hept/EtOAc (1/1) gives the desired product as colorless oil; Reactants: [H-].[Na+] (sodium hydride), C(C)S (ethylmercaptan), C(\C=C(/C)\CCC[C@H](C)CCC[C@H](C)CCCC(C)C)Cl (phytyl chloride). Solvent: CN(C=O)C (N,N-dimethylformamide), C(C)(=O)OCC (ethyl acetate). Conditions: time 3 hour. The product is C(\C=C(/C)\CCC[C@H](C)CCC[C@H](C)CCCC(C)C)SCC (ethyl phytyl thioether). Isolated yield 92.5%. RXN SMILES: [H-].[Na+].[CH2:3]([SH:5])[CH3:4].[CH2:6](Cl)/[CH:7]=[C:8](/[CH2:10][CH2:11][CH2:12][C@@H:13]([CH2:15][CH2:16][CH2:17][C@@H:18]([CH2:20][CH2:21][CH2:22][CH:23]([CH3:25])[CH3:24])[CH3:19])[CH3:14])\[CH3:9]>CN(C)C=O.C(OCC)(=O)C>[CH2:6]([S:5][CH2:3][CH3:4])/[CH:7]=[C:8](/[CH2:10][CH2:11][CH2:12][C@@H:13]([CH2:15][CH2:16][CH2:17][C@@H:18]([CH2:20][CH2:21][CH2:22][CH:23]([CH3:25])[CH3:24])[CH3:19])[CH3:14])\[CH3:9] |f:0.1|. Procedure: 0.84 g of sodium hydride was added to a solution of 2.40 g of ethylmercaptan dissolved in 30 ml of N,N-dimethylformamide. Thereinto was dropped 10.00 g of phytyl chloride at 40° C. The resulting mixture was stirred at the same temperature for 3 hours. After the completion of the reaction, the resulting mixture was concentrated under reduced pressure. The residue obtained was dissolved in 30 ml of ethyl acetate. The resulting solution was washed with 1N hydrochloric acid, 3% aqueous sodium hydrog... Reactants: [Li]CCCC (n-BuLi), ClC1=C(C(=NC2=CC=C(C=C12)C(O)C=1C(=NC(=CC1)C)C)OC)CC1=CC=C(C=C1)C(F)(F)F ((4-Chloro-2-methoxy-3-(4-(trifluoromethyl)benzyl)quinolin-6-yl)(2,6-dimethylpyridin-3-yl)methanol), ClC1=C(C(=NC2=CC=C(C=C12)C(O)C=1C(=NC(=CC1)C)C)OC)CC1=CC=C(C=C1)C(F)(F)F ((4-Chloro-2-methoxy-3-(4-(trifluoromethyl)benzyl)quinolin-6-yl)(2,6-dimethylpyridin-3-yl)methanol), CN1N=NC=C1C(=O)C1CCN(CC1)C(C)=O (1-(4-(1-methyl-1H-1,2,3-triazole-5-carbonyl)piperidin-1-yl)ethanone), CN1N=NC=C1C(=O)C1CCN(CC1)C(C)=O (1-(4-(1-methyl-1H-1,2,3-triazole-5-carbonyl)piperidin-1-yl)ethanone). Solvent: C1CCOC1 (THF). Reaction conditions: time 10 minute. Product: ClC1=C(C(=NC2=CC=C(C=C12)C(C1CCN(CC1)C(C)=O)(C1=CN=NN1C)O)OC)CC1=CC=C(C=C1)C(F)(F)F (1-(4-((4-Chloro-2-methoxy-3-(4-(trifluoromethyl)benzyl)quinolin-6-yl)(hydroxy)(1-methyl-1H-1,2,3-triazol-5-yl)methyl)piperidin-1-yl)ethanone). RXN SMILES: [Li]CCCC.[Cl:6][C:7]1[C:16]2[C:11](=[CH:12][CH:13]=[C:14](C(C3C(C)=NC(C)=CC=3)O)[CH:15]=2)[N:10]=[C:9]([O:27][CH3:28])[C:8]=1[CH2:29][C:30]1[CH:35]=[CH:34][C:33]([C:36]([F:39])([F:38])[F:37])=[CH:32][CH:31]=1.[CH3:40][N:41]1[C:45]([C:46]([CH:48]2[CH2:53][CH2:52][N:51]([C:54](=[O:56])[CH3:55])[CH2:50][CH2:49]2)=[O:47])=[CH:44][N:43]=[N:42]1>C1COCC1>[Cl:6][C:7]1[C:16]2[C:11](=[CH:12][CH:13]=[C:14]([C:46]([OH:47])([C:45]3[N:41]([CH3:40])[N:42]=[N:43][CH:44]=3)[CH:48]3[CH2:53][CH2:52][N:51]([C:54](=[O:56])[CH3:55])[CH2:50][CH2:49]3)[CH:15]=2)[N:10]=[C:9]([O:27][CH3:28])[C:8]=1[CH2:29][C:30]1[CH:35]=[CH:34][C:33]([C:36]([F:39])([F:37])[F:38])=[CH:32][CH:31]=1. Reported procedure: n-BuLi (2.5 M in THF, 0.60 mL, 1.5 mmol) was added dropwise over a 3 minute period to a mixture of 6-bromo-4-chloro-2-methoxy-3-(4-(trifluoromethyl)benzyl)quinoline (0.5 g, 1.16 mmol, Intermediate 12: step d) and 1-(4-(1-methyl-1H-1,2,3-triazole-5-carbonyl)piperidin-1-yl)ethanone (0.27 g, 1.16 mmol, Intermediate 52: step b) in dry THF (8 mL) at −78° C. Stirring was continued at −78° C. for 10 minutes. The reaction mixture was then immersed in an ice bath and stirred at 0° C. for 1 hour. The reac...